From a dataset of the Open Reaction Database (ORD), a public repository of structured organic reaction records. describe an organic reaction: reactants, conditions, products, and yield The reactants are CC(C)(C)OC(=O)NC1CCNC1, O=C([O-])[O-], CCO, [Cs+], [Cs+], Fc1ccc(CBr)cc1. Yields the product CC(C)(C)OC(=O)NC1CCN(Cc2ccc(F)cc2)C1. Reaction SMILES: [C:1]([CH3:2])([CH3:3])([CH3:4])[O:5][C:6](=[O:7])[NH:8][CH:9]1[CH2:10][NH:11][CH2:12][CH2:13]1.[C:23](=[O:24])([O-:25])[O-:26].[CH3:29][CH2:30][OH:31].[Cs+:27].[Cs+:28].[F:14][c:15]1[cH:16][cH:17][c:18]([CH2:19][Br:20])[cH:21][cH:22]1>>[C:1]([CH3:2])([CH3:3])([CH3:4])[O:5][C:6](=[O:7])[NH:8][CH:9]1[CH2:10][N:11]([CH2:19][c:18]2[cH:17][cH:16][c:15]([F:14])[cH:22][cH:21]2)[CH2:12][CH2:13]1.